Dataset: the Open Reaction Database (ORD), a public repository of structured organic reaction records. Task: describe an organic reaction: reactants, conditions, products, and yield Starting materials: COC(=O)C1=CC2=C(CC(O2)(C)C)C(=C1)O (4-hydroxy-2,2-dimethyl-2,3-dihydrobenzofuran-6-carboxylic acid methyl ester), COC(=O)C1=CC2=C(CC(O2)(C)C)C(=C1)OC1=CC=C(C=C1)C(=O)N1CCC1 (4-[4-(azetidine-1-carbonyl)-phenoxy]-2,2-dimethyl-2,3-dihydro-benzofuran-6-carboxylic acid methyl ester), BrC1=CC(=C(C(=O)N(C)C)C=C1)F (4-bromo-2-fluoro-N,N-dimethyl-benzamide). The product is COC(=O)C1=CC2=C(CC(O2)(C)C)C(=C1)OC1=CC(=C(C=C1)C(N(C)C)=O)F (4-(4-Dimethylcarbamoyl-3-fluoro-phenoxy)-2,2-dimethyl-2,3-dihydro-benzofuran-6-carboxylic acid methyl ester), solid. Yield: 84.0%. RXN SMILES: [CH3:1][O:2][C:3]([C:5]1[CH:15]=[C:14]([O:16][C:17]2[CH:22]=[CH:21][C:20]([C:23]([N:25]3[CH2:28]C[CH2:26]3)=[O:24])=[CH:19][CH:18]=2)[C:8]2[CH2:9][C:10]([CH3:13])([CH3:12])[O:11][C:7]=2[CH:6]=1)=[O:4].BrC1C=CC(C(N(C)C)=O)=C([F:41])C=1.COC(C1C=C(O)C2CC(C)(C)OC=2C=1)=O>>[CH3:1][O:2][C:3]([C:5]1[CH:15]=[C:14]([O:16][C:17]2[CH:22]=[CH:21][C:20]([C:23](=[O:24])[N:25]([CH3:28])[CH3:26])=[C:19]([F:41])[CH:18]=2)[C:8]2[CH2:9][C:10]([CH3:13])([CH3:12])[O:11][C:7]=2[CH:6]=1)=[O:4]. Procedure: The title compound was prepared in a similar manner as described for Intermediate 35b, from 4-bromo-2-fluoro-N,N-dimethyl-benzamide (589 mg, 2.65 mmol) and 4-hydroxy-2,2-dimethyl-2,3-dihydro-benzofuran-6-carboxylic acid methyl ester (3e) (652 mg, 2.65 mmol) to give a white solid (861 mg, 84% yield). 1H NMR (400 MHz, CDCl3) δ 7.33-7.43 (m, 1 H) 7.25 (s, 1 H) 7.22 (s, 1 H) 6.75-6.84 (m, 1 H) 6.66-6.73 (m, 1 H) 3.88 (s, 3 H) 3.13 (s, 3 H) 2.98 (s, 3 H) 2.90 (s, 2 H) 1.49 (s, 6 H); LCMS for C21H22FN... Starting materials: N#Cc1ccc(-c2ccc(-c3cccs3)s2)s1, ClCCl, O=C=NS(=O)(=O)Cl. The product is N#Cc1ccc(-c2ccc(-c3ccc(C#N)s3)s2)s1. Reaction SMILES: [C:8](#[N:9])[c:10]1[cH:11][cH:12][c:13](-[c:15]2[s:16][c:17](-[c:20]3[s:21][cH:22][cH:23][cH:24]3)[cH:18][cH:19]2)[s:14]1.[CH2:25]([Cl:26])[Cl:27].[Cl:1][S:2](=[O:4])([N:5]=[C:6]=[O:3])=[O:7]>>[N:5]#[C:6][c:22]1[s:21][c:20](-[c:17]2[s:16][c:15](-[c:13]3[cH:12][cH:11][c:10]([C:8]#[N:9])[s:14]3)[cH:19][cH:18]2)[cH:24][cH:23]1. Reactants: C1CCOC1, CC(C)(C)[O-], CC(=O)O, [K+], CCOC(=O)C=Cc1ccccc1CCO. Yields the product CCOC(=O)CC1OCCc2ccccc21. RXN SMILES: [CH2:27]1[O:28][CH2:29][CH2:30][CH2:31]1.[CH3:17][C:18]([CH3:19])([O-:20])[CH3:21].[CH3:23][C:24](=[O:25])[OH:26].[K+:22].[OH:1][CH2:2][CH2:3][c:4]1[c:5]([CH:6]=[CH:7][C:8](=[O:9])[O:10][CH2:11][CH3:12])[cH:13][cH:14][cH:15][cH:16]1>>[O:1]1[CH2:2][CH2:3][c:4]2[c:5]([cH:13][cH:14][cH:15][cH:16]2)[CH:6]1[CH2:7][C:8](=[O:9])[O:10][CH2:11][CH3:12]. Reactants: C(=O)([O-])[O-].[Na+].[Na+] (Na2CO3), tetrakis triphenylphosphine palladium, ClC1=NC(=C2C(=N1)N(N=C2)C2=CC=CC=C2)N2CC1CCC(C2)O1 (6-Chloro-4-(8-oxa-3-aza-bicyclo[3.2.1]oct-3-yl)-1-phenyl-1H-pyrazolo[3,4-d]pyrimidine), CC1(OB(OC1(C)C)C1=CC=C(N)C=C1)C (4-(4,4,5,5-tetramethyl-1,3,2-dioxaborolan-2-yl)aniline). Solvent: COCCOC (DME), CCOC(=O)C (EtOAc). The product is C12CN(CC(CC1)O2)C2=C1C(=NC(=N2)C2=CC=C(C=C2)N)N(N=C1)C1=CC=CC=C1 (4-[4-(8-Oxa-3-aza-bicyclo[3.2.1]oct-3-yl)-1-phenyl-1H-pyrazolo[3,4-d]pyrimidin-6-yl]-phenylamine). As a reaction SMILES: Cl[C:2]1[N:7]=[C:6]2[N:8]([C:11]3[CH:16]=[CH:15][CH:14]=[CH:13][CH:12]=3)[N:9]=[CH:10][C:5]2=[C:4]([N:17]2[CH2:23][CH:22]3[O:24][CH:19]([CH2:20][CH2:21]3)[CH2:18]2)[N:3]=1.CC1(C)C(C)(C)OB([C:33]2[CH:39]=[CH:38][C:36]([NH2:37])=[CH:35][CH:34]=2)O1.C([O-])([O-])=O.[Na+].[Na+]>COCCOC.CCOC(C)=O>[CH:19]12[O:24][CH:22]([CH2:21][CH2:20]1)[CH2:23][N:17]([C:4]1[N:3]=[C:2]([C:33]3[CH:39]=[CH:38][C:36]([NH2:37])=[CH:35][CH:34]=3)[N:7]=[C:6]3[N:8]([C:11]4[CH:16]=[CH:15][CH:14]=[CH:13][CH:12]=4)[N:9]=[CH:10][C:5]=13)[CH2:18]2 |f:2.3.4|. Procedure details: 6-Chloro-4-(8-oxa-3-aza-bicyclo[3.2.1]oct-3-yl)-1-phenyl-1H-pyrazolo[3,4-d]pyrimidine (2.5 mmol) and 4-(4,4,5,5-tetramethyl-1,3,2-dioxaborolan-2-yl)aniline (3.0 mmol) are dissolved in a microwave vial in DME (18 mL). Na2CO3 (2.5 mL, 2M in water) is added along with a catalytic amount of tetrakis triphenylphosphine palladium. The mixture is heated in a sealed tube under microwave irradiation at 185 C for 40 min. The mixture is diluted with 50 mL EtOAc and washed with a saturated solution of NaHCO... The reactants are Amine, CNC (dimethylamine), CNCC1=CC=CC=C1 (N-methyl(phenyl)methanamine), NC(C#N)C1CCC2(OCCO2)CC1 (amino-(1,4-dioxa-spiro[4.5]dec-8-yl)-acetonitrile). The product is CN(C(C1CCNCC1)C1=CC=CC=C1)C (N,N-dimethyl-1-phenyl-1-(piperidin-4-yl)methanamine). As a reaction SMILES: [CH3:1]NC.[CH3:4][NH:5][CH2:6][C:7]1[CH:12]=[CH:11][CH:10]=[CH:9][CH:8]=1.N[CH:14]([CH:17]1CCC2(OCCO2)[CH2:19][CH2:18]1)[C:15]#[N:16]>>[CH3:4][N:5]([CH3:1])[CH:6]([C:7]1[CH:12]=[CH:11][CH:10]=[CH:9][CH:8]=1)[CH:17]1[CH2:18][CH2:19][NH:16][CH2:15][CH2:14]1. Procedure details: Amine units AM 19 and 21 were prepared by the same process using dimethylamine and, respectively, N-methyl(phenyl)methanamine in the preparation of the amino-(1,4-dioxa-spiro[4.5]dec-8-yl)-acetonitrile intermediate. Reactants: CCOC(=O)CBr, O=C([O-])[O-], CC(C)=O, Cc1ccccc1-c1coc2cc(O)cc(Cl)c2c1=O, [K+], [K+]. Yields the product CCOC(=O)COc1cc(Cl)c2c(=O)c(-c3ccccc3C)coc2c1. As a reaction SMILES: [Br:27][CH2:28][C:29](=[O:30])[O:31][CH2:32][CH3:33].[C:21](=[O:22])([O-:23])[O-:24].[CH3:34][C:35](=[O:36])[CH3:37].[Cl:1][c:2]1[cH:3][c:4]([OH:20])[cH:5][c:6]2[c:7]1[c:8](=[O:19])[c:9](-[c:12]1[c:13]([CH3:18])[cH:14][cH:15][cH:16][cH:17]1)[cH:10][o:11]2.[K+:25].[K+:26]>>[Cl:1][c:2]1[cH:3][c:4]([O:20][CH2:28][C:29](=[O:30])[O:31][CH2:32][CH3:33])[cH:5][c:6]2[c:7]1[c:8](=[O:19])[c:9](-[c:12]1[c:13]([CH3:18])[cH:14][cH:15][cH:16][cH:17]1)[cH:10][o:11]2. Reactants: ClCCl, COc1cccc(C(O)c2ccc3c(c2)OCO3)c1, O=[Mn]=O. The product is COc1cccc(C(=O)c2ccc3c(c2)OCO3)c1. RXN SMILES: [Cl:20][CH2:21][Cl:22].[O:1]1[CH2:2][O:3][c:4]2[c:5]1[cH:6][cH:7][c:8]([CH:10]([OH:11])[c:12]1[cH:13][c:14]([O:18][CH3:19])[cH:15][cH:16][cH:17]1)[cH:9]2.[O:23]=[Mn:24]=[O:25]>>[O:1]1[CH2:2][O:3][c:4]2[c:5]1[cH:6][cH:7][c:8]([C:10](=[O:11])[c:12]1[cH:13][c:14]([O:18][CH3:19])[cH:15][cH:16][cH:17]1)[cH:9]2.